describe an organic reaction: reactants, conditions, products, and yield From a dataset of the Open Reaction Database (ORD), a public repository of structured organic reaction records. Reactants: S(=O)(=O)(OC)OC (dimethyl sulfate), C(CCCCCCC)C=1NC(=CN1)[N+](=O)[O-] (2-octyl-5-nitroimidazole). The solvent is C(=O)O (formic acid). The product is CN1C(=NC=C1[N+](=O)[O-])CCCCCCCC (1-methyl-2-octyl-5-nitroimidazole). Isolated yield 66.0%. RXN SMILES: [CH2:1]([C:9]1[NH:10][C:11]([N+:14]([O-:16])=[O:15])=[CH:12][N:13]=1)[CH2:2][CH2:3][CH2:4][CH2:5][CH2:6][CH2:7][CH3:8].S(OC)(O[CH3:21])(=O)=O>C(O)=O>[CH3:21][N:10]1[C:11]([N+:14]([O-:16])=[O:15])=[CH:12][N:13]=[C:9]1[CH2:1][CH2:2][CH2:3][CH2:4][CH2:5][CH2:6][CH2:7][CH3:8]. Procedure details: 225 parts of 2-octyl-5-nitroimidazole is boiled under reflux with 500 parts of formic acid and 126 parts of dimethyl sulfate for 4 hours, the formic acid is distilled off in vacuo and 500 parts of water is added to the residue. The unreacted 2-octyl-5-nitroimidazole (72 parts) is separated and the aqueous phase is adjusted with aqueous ammonia solution to pH 10 so that the 1-methyl-2-octyl-5-nitroimidazole separates as an oily substance. The crude product is dissolved in ether and saturated with... Starting materials: [Cr](=O)(=O)([O-])O[Cr](=O)(=O)[O-].[NH+]1=CC=CC=C1.[NH+]1=CC=CC=C1 (Pyridinium dichromate), FC1=C(C=CC=C1F)[C@@H]1CC[C@H](C(NC1)=NCC(CC(F)(F)F)O)NC(OC(C)(C)C)=O (tert-butyl {(3R,6S)-6-(2,3-difluorophenyl)-2-[(4,4,4-trifluoro-2-hydroxybutyl)imino]azepan-3-yl}carbamate). Solvent: C(C)#N (acetonitrile). Reaction conditions: time 70 hour. The product is FC1=C(C=CC=C1F)[C@@H]1CC[C@H](C=2N(C1)C(=CN2)CC(F)(F)F)NC(OC(C)(C)C)=O (tert-Butyl [(6S,9R)-6-(2,3-difluorophenyl)-3-(2,2,2-trifluoroethyl)-6,7,8,9-tetrahydro-5H-imidazo[1,2-a]azepin-9-yl]carbamate). Isolated yield 75.3%. RXN SMILES: [Cr](O[Cr]([O-])(=O)=O)([O-])(=O)=O.[NH+]1C=CC=CC=1.[NH+]1C=CC=CC=1.[F:22][C:23]1[C:28]([F:29])=[CH:27][CH:26]=[CH:25][C:24]=1[C@H:30]1[CH2:36][NH:35][C:34](=[N:37][CH2:38][CH:39](O)[CH2:40][C:41]([F:44])([F:43])[F:42])[C@H:33]([NH:46][C:47](=[O:53])[O:48][C:49]([CH3:52])([CH3:51])[CH3:50])[CH2:32][CH2:31]1>C(#N)C>[F:22][C:23]1[C:28]([F:29])=[CH:27][CH:26]=[CH:25][C:24]=1[C@H:30]1[CH2:36][N:35]2[C:39]([CH2:40][C:41]([F:44])([F:43])[F:42])=[CH:38][N:37]=[C:34]2[C@H:33]([NH:46][C:47](=[O:53])[O:48][C:49]([CH3:52])([CH3:51])[CH3:50])[CH2:32][CH2:31]1 |f:0.1.2|. Reported procedure: Pyridinium dichromate (7.92 g, 21.0 mmol) was added to a solution of crude tert-butyl {(3R,6S)-6-(2,3-difluorophenyl)-2-[(4,4,4-trifluoro-2-hydroxybutyl)imino]azepan-3-yl}carbamate (3.27 g, 7.01 mmol) in acetonitrile (70 mL). After 70 h, the mixture was filtered and concentrated. Saturated aqueous sodium bicarbonate was added and the mixture was extracted with dichloromethane (3×). The combined organic extracts were dried over magnesium sulfate, filtered, and concentrated. Purification by silica... Starting materials: S(=O)(=O)(Cl)Cl (sulphuryl chloride), CSSC (dimethyl disulphide), C[C@H]1CN([C@@H]2CC3=CNC4=CC=CC([C@H]2C1)=C34)CCC (8β-methyl-6-propylergoline), C(C)SCl (ethyl sulphenyl chloride). Solvent: ClCCl (dichloromethane), ClCCl (dichloromethane), ClCCl (dichloromethane). Run at time 8 hour. Yields the product C[C@H]1CN([C@@H]2CC3=C(NC4=CC=CC([C@H]2C1)=C34)SC)CCC (8β-Methyl-6-propyl-2-methylthioergoline). As a reaction SMILES: S(Cl)(Cl)(=O)=O.CS[S:8][CH3:9].C(SCl)C.[CH3:14][C@@H:15]1[CH2:29][C@H:28]2[C@@H:18]([CH2:19][C:20]3[C:30]4[C:23](=[CH:24][CH:25]=[CH:26][C:27]2=4)[NH:22][CH:21]=3)[N:17]([CH2:31][CH2:32][CH3:33])[CH2:16]1>ClCCl>[CH3:14][C@@H:15]1[CH2:29][C@H:28]2[C@@H:18]([CH2:19][C:20]3[C:30]4[C:23](=[CH:24][CH:25]=[CH:26][C:27]2=4)[NH:22][C:21]=3[S:8][CH3:9])[N:17]([CH2:31][CH2:32][CH3:33])[CH2:16]1. Procedure details: A solution of sulphuryl chloride (0.74 g) in dichloromethane (15 ml) was added dropwise over 15 minutes at -20° C. to a stirred solution of dimethyl disulphide (0.46 g) in dichloromethane (15 ml). After allowing it to reach room temperature the solution of ethyl sulphenyl chloride was added dropwise to a suspension of 8β-methyl-6-propylergoline (2.4 g), in dichloromethane (150 ml) at -70° C. The reaction mixture was stirred and allowed to reach room temperature overnight. Ice cold ammonia soluti... Starting materials: C(C=C)[C@]1(N(C(N(CC1)[C@@H](C)C1CCCCC1)=O)C)C1=CC=CC=C1 ((R)-4-allyl-1-((S)-1-cyclohexylethyl)-3-methyl-4-phenyltetrahydropyrimidin-2(1H)-one), C(C=C)[C@]1(NC(N(CC1)[C@@H](C)C1CCCCC1)=O)C1=CC=CC=C1 ((R)-4-allyl-1-((S)-1-cyclohexylethyl)-4-phenyltetrahydropyrimidin-2(1H)-one). Yields the product C1(CCCCC1)[C@H](C)N1C(N([C@](CC1)(C1=CC=CC=C1)CCCO)C)=O ((R)-1-((S)-1-cyclohexylethyl)-4-(3-hydroxypropyl)-3-methyl-4-phenyltetrahydropyrimidin-2(1H)-one), C(C=C)[C@]1(N(C(N(CC1)[C@@H](C)C1CCCCC1)=O)C)C1=CC=CC=C1 ((R)-4-allyl-1-((S)-1-cyclohexylethyl)-3-methyl-4-phenyltetrahydropyrimidin-2(1H)-one). As a reaction SMILES: [CH2:1]([C@:4]1([C:20]2[CH:25]=[CH:24][CH:23]=[CH:22][CH:21]=2)[CH2:9][CH2:8][N:7]([C@H:10]([CH:12]2[CH2:17][CH2:16][CH2:15][CH2:14][CH2:13]2)[CH3:11])[C:6](=[O:18])[N:5]1[CH3:19])[CH:2]=[CH2:3].C([C@]1(C2C=CC=CC=2)CCN([C@H](C2CCCCC2)C)C(=[O:43])N1)C=C>>[CH:12]1([C@@H:10]([N:7]2[CH2:8][CH2:9][C@:4]([CH2:1][CH2:2][CH2:3][OH:43])([C:20]3[CH:25]=[CH:24][CH:23]=[CH:22][CH:21]=3)[N:5]([CH3:19])[C:6]2=[O:18])[CH3:11])[CH2:17][CH2:16][CH2:15][CH2:14][CH2:13]1.[CH2:1]([C@:4]1([C:20]2[CH:25]=[CH:24][CH:23]=[CH:22][CH:21]=2)[CH2:9][CH2:8][N:7]([C@H:10]([CH:12]2[CH2:17][CH2:16][CH2:15][CH2:14][CH2:13]2)[CH3:11])[C:6](=[O:18])[N:5]1[CH3:19])[CH:2]=[CH2:3]. Procedure details: The title compound was prepared from (R)-4-allyl-1-((S)-1-cyclohexylethyl)-3-methyl-4-phenyltetrahydropyrimidin-2(1H)-one following a procedure analogous to that described in Example 7. (R)-4-allyl-1-((S)-1-cyclohexylethyl)-3-methyl-4-phenyltetrahydropyrimidin-2(1H)-one was prepared from (R)-4-allyl-1-((S)-1-cyclohexylethyl)-4-phenyltetrahydropyrimidin-2(1H)-one following a procedure analogous to that described in Example 3. LC-MS Method 2 tR=1.408 min, m/z=359.1; 1H NMR (CDCl3) δ=1.06 (m, 3H), ...